Dataset: the Open Reaction Database (ORD), a public repository of structured organic reaction records. Task: describe an organic reaction: reactants, conditions, products, and yield The reactants are CS(=O)(=O)O, CCOC(C)=O, CC(C)c1nc(CC2CCC(C)(NCC(=O)N3CC(F)CC3C#N)C2(C)C)no1. Yields the product CS(=O)(=O)O, CC(C)c1nc(CC2CCC(C)(NCC(=O)N3CC(F)CC3C#N)C2(C)C)no1. RXN SMILES: [CH3:30][S:31]([OH:32])(=[O:33])=[O:34].[CH3:35][CH2:36][O:37][C:38](=[O:39])[CH3:40].[F:1][CH:2]1[CH2:3][CH:4]([C:28]#[N:29])[N:5]([C:7]([CH2:8][NH:9][C:10]2([CH3:26])[C:11]([CH3:24])([CH3:25])[CH:12]([CH2:15][c:16]3[n:17][o:18][c:19]([CH:21]([CH3:22])[CH3:23])[n:20]3)[CH2:13][CH2:14]2)=[O:27])[CH2:6]1>>[CH3:30][S:31](=[O:32])(=[O:33])[OH:34].[F:1][CH:2]1[CH2:3][CH:4]([C:28]#[N:29])[N:5]([C:7]([CH2:8][NH:9][C:10]2([CH3:26])[C:11]([CH3:24])([CH3:25])[CH:12]([CH2:15][c:16]3[n:17][o:18][c:19]([CH:21]([CH3:22])[CH3:23])[n:20]3)[CH2:13][CH2:14]2)=[O:27])[CH2:6]1.